This data is from the Open Reaction Database (ORD), a public repository of structured organic reaction records. The task is: describe an organic reaction: reactants, conditions, products, and yield Starting materials: BrCC#N (bromoacetonitrile), C([O-])([O-])=O.[K+].[K+] (potassium carbonate), BrC1=C2C=CC(=CC2=CC=C1O)CN(C(=O)C1=C(OC2=C1C=CC=C2)CC)C (2-ethyl-benzofuran-3-carboxylic acid (5-bromo-6-hydroxy-naphthalen-2-ylmethyl)-methyl-amide). The solvent is CN(C)C=O (DMF), C(C)(=O)OCC (ethyl acetate). Conditions: time 8 hour. Product: BrC1=C2C=CC(=CC2=CC=C1OCC#N)CN(C(=O)C1=C(OC2=C1C=CC=C2)CC)C (2-ethyl-benzofuran-3-carboxylic acid (5-bromo-6-cyanomethoxy-naphthalen-2-ylmethyl)-methyl-amide). The yield is 71.7%. As a reaction SMILES: [Br:1][C:2]1[C:11]([OH:12])=[CH:10][CH:9]=[C:8]2[C:3]=1[CH:4]=[CH:5][C:6]([CH2:13][N:14]([CH3:28])[C:15]([C:17]1[C:21]3[CH:22]=[CH:23][CH:24]=[CH:25][C:20]=3[O:19][C:18]=1[CH2:26][CH3:27])=[O:16])=[CH:7]2.Br[CH2:30][C:31]#[N:32].C(=O)([O-])[O-].[K+].[K+]>CN(C=O)C.C(OCC)(=O)C>[Br:1][C:2]1[C:11]([O:12][CH2:30][C:31]#[N:32])=[CH:10][CH:9]=[C:8]2[C:3]=1[CH:4]=[CH:5][C:6]([CH2:13][N:14]([CH3:28])[C:15]([C:17]1[C:21]3[CH:22]=[CH:23][CH:24]=[CH:25][C:20]=3[O:19][C:18]=1[CH2:26][CH3:27])=[O:16])=[CH:7]2 |f:2.3.4|. Reported procedure: A mixture of 2-ethyl-benzofuran-3-carboxylic acid (5-bromo-6-hydroxy-naphthalen-2-ylmethyl)-methyl-amide (0.5 g, 1.14 mmol), prepared in the previous step, bromoacetonitrile (95 μL, 1.36 mmol) and potassium carbonate (0.79 g, 5.7 mmol) in 20 mL of DMF was stirred under nitrogen at room temperature for 18 h (overnight). The reaction was diluted with ethyl acetate and extracted multiple times with water. The organic layer was dried (MgSO4) and the solvent removed under reduced pressure to give a d... Reactants: C(C1=CC=CC=C1)NCC(C)C1=CC=C(C=C1)O (4-(2-benzylamino-1-methyl-ethyl)-phenol), ClC1=NC=C(C(=O)N)C=C1 (6-chloronicotinamide). The product is C(C1=CC=CC=C1)NCC(C)C1=CC=C(OC2=NC=C(C(=O)N)C=C2)C=C1 (6-[4-(2-Benzylamino-1-methyl-ethyl)-phenoxy]-nicotinamide). As a reaction SMILES: [CH2:1]([NH:8][CH2:9][CH:10]([C:12]1[CH:17]=[CH:16][C:15]([OH:18])=[CH:14][CH:13]=1)[CH3:11])[C:2]1[CH:7]=[CH:6][CH:5]=[CH:4][CH:3]=1.Cl[C:20]1[CH:28]=[CH:27][C:23]([C:24]([NH2:26])=[O:25])=[CH:22][N:21]=1>>[CH2:1]([NH:8][CH2:9][CH:10]([C:12]1[CH:17]=[CH:16][C:15]([O:18][C:20]2[CH:28]=[CH:27][C:23]([C:24]([NH2:26])=[O:25])=[CH:22][N:21]=2)=[CH:14][CH:13]=1)[CH3:11])[C:2]1[CH:3]=[CH:4][CH:5]=[CH:6][CH:7]=1. Procedure: Using a method similar to example 1, 4-(2-benzylamino-1-methyl-ethyl)-phenol is reacted with 6-chloronicotinamide to afford the title compound. The crude product is purified by flash chromatography on silica gel eluting with 0.7% concentrated ammonium hydroxide/7% ethanol/chloroform gives the title compound: HPLC (30/70 to 90/10 ACN/(0.1% TFA in water) Zorbax SB-Phenyl Column 4.6 mm×15 cm×5 micron: Retention time: 4.52 minutes, Purity: 99.1%; mass spectrum (ion spray): m/z=362.2 (M+1). Yield: 80.1%. RXN SMILES: Br[C:2]1[C:3]([O:14][C:15]2[CH:20]=[CH:19][C:18]([O:21][CH3:22])=[CH:17][CH:16]=2)=[N:4][C:5]([C:8]2[CH:9]=[N:10][CH:11]=[CH:12][CH:13]=2)=[N:6][CH:7]=1.[C:23]([O:27][C:28]([N:30]1[CH2:35][CH2:34][NH:33][CH2:32][CH2:31]1)=[O:29])([CH3:26])([CH3:25])[CH3:24].C([O-])([O-])=O.[Cs+].[Cs+]>C1(P([C-]2C=CC=C2)C2C=CC=CC=2)C=CC=CC=1.[CH-]1C=CC=C1.[Fe+2].C1C=CC(/C=C/C(/C=C/C2C=CC=CC=2)=O)=CC=1.C1C=CC(/C=C/C(/C=C/C2C=CC=CC=2)=O)=CC=1.C1C=CC(/C=C/C(/C=C/C2C=CC=CC=2)=O)=CC=1.[Pd].[Pd]>[C:23]([O:27][C:28]([N:30]1[CH2:35][CH2:34][N:33]([C:2]2[C:3]([O:14][C:15]3[CH:20]=[CH:19][C:18]([O:21][CH3:22])=[CH:17][CH:16]=3)=[N:4][C:5]([C:8]3[CH:9]=[N:10][CH:11]=[CH:12][CH:13]=3)=[N:6][CH:7]=2)[CH2:32][CH2:31]1)=[O:29])([CH3:26])([CH3:24])[CH3:25] |f:2.3.4,5.6.7,8.9.10.11.12|. Reaction conditions: temperature 95 celsius. Procedure: To a dry Schlenk tube was added a mixture of Compound 20d (100 mg; 0.28 mmol), piperazine-1-carboxylic acid tert-butyl ester (52 mg; 0.56 mmol), Cs2CO3 (227 mg; 0.70 mmol), (Diphenylphosphino)ferrocene (54 mg; 0.10 mmol), and Tris(dibenzylideneacetone)dipalladium(0) (25.6 mg; 0.028 mmol). Sealed the tube with a teflon-lined septum, evacuated, and refilled with argon. Added dioxane (0.3 mL; reaction conc.>0.75M) to the mixture via syringe. The mixture was heated at 95° C. for 3 h. Diluted the res... The reagents and catalysts are C1(=CC=CC=C1)P(C1=CC=CC=C1)[C-]1C=CC=C1.[CH-]1C=CC=C1.[Fe+2] ((Diphenylphosphino)ferrocene), C=1C=CC(=CC1)/C=C/C(=O)/C=C/C2=CC=CC=C2.C=1C=CC(=CC1)/C=C/C(=O)/C=C/C2=CC=CC=C2.C=1C=CC(=CC1)/C=C/C(=O)/C=C/C2=CC=CC=C2.[Pd].[Pd] (Tris(dibenzylideneacetone)dipalladium(0)). Reactants: BrC=1C(=NC(=NC1)C=1C=NC=CC1)OC1=CC=C(C=C1)OC (5-Bromo-4-(4-methoxy-phenoxy)-2-pyridin-3-yl-pyrimidine), C(C)(C)(C)OC(=O)N1CCNCC1 (piperazine-1-carboxylic acid tert-butyl ester), C(=O)([O-])[O-].[Cs+].[Cs+] (Cs2CO3), teflon. The product is C(C)(C)(C)OC(=O)N1CCN(CC1)C=1C(=NC(=NC1)C=1C=NC=CC1)OC1=CC=C(C=C1)OC (4-[4-(4-Methoxy-phenoxy)-2-pyridin-3-yl-pyrimidin-5-yl]-piperazine-1-carboxylic acid tert-butyl ester). Reactants: C1COCCO1, CCOC(C)=O, Cl, [Li+], [OH-], O, O, COc1ccc(NC(=O)c2ccc(Sc3ccc(NC(=O)OCC4c5ccccc5-c5ccccc54)cc3)c(Nc3ncnc4nc(C(C)C)ccc34)c2)cn1. Yields the product COc1ccc(NC(=O)c2ccc(Sc3ccc(N)cc3)c(Nc3ncnc4nc(C(C)C)ccc34)c2)cn1. Reaction SMILES: [CH2:61]1[O:62][CH2:63][CH2:64][O:65][CH2:66]1.[CH3:68][CH2:69][O:70][C:71](=[O:72])[CH3:73].[ClH:60].[Li+:59].[OH-:58].[OH2:57].[OH2:67].[cH:1]1[c:2]2[c:14]([cH:15][cH:16][cH:56]1)-[c:9]1[c:8]([cH:13][cH:12][cH:11][cH:10]1)[CH:3]2[CH2:4][O:5][C:6](=[O:7])[NH:17][c:18]1[cH:19][cH:20][c:21]([S:24][c:25]2[c:26]([NH:42][c:43]3[c:44]4[c:45]([n:46][cH:47][n:48]3)[n:49][c:50]([CH:53]([CH3:54])[CH3:55])[cH:51][cH:52]4)[cH:27][c:28]([C:31]([NH:32][c:33]3[cH:34][n:35][c:36]([O:39][CH3:40])[cH:37][cH:38]3)=[O:41])[cH:29][cH:30]2)[cH:22][cH:23]1>>[NH2:17][c:18]1[cH:19][cH:20][c:21]([S:24][c:25]2[c:26]([NH:42][c:43]3[c:44]4[c:45]([n:46][cH:47][n:48]3)[n:49][c:50]([CH:53]([CH3:54])[CH3:55])[cH:51][cH:52]4)[cH:27][c:28]([C:31]([NH:32][c:33]3[cH:34][n:35][c:36]([O:39][CH3:40])[cH:37][cH:38]3)=[O:41])[cH:29][cH:30]2)[cH:22][cH:23]1.